Dataset: the Open Reaction Database (ORD), a public repository of structured organic reaction records. Task: describe an organic reaction: reactants, conditions, products, and yield Reactants: C(CC)C1=C(C=CC=C1)NC#N ((2-propylphenyl)cyanamide), BrBr (Bromine), C(C)(=O)[O-].[Na+] (sodium acetate), C(C)(=O)O (acetic acid). The solvent is ClCCl (dichloromethane), [Cl-].[Na+].O (brine). Run at time 2.5 hour. Yields the product BrC1=CC(=C(C=C1)NC#N)CCC (4-bromo2-propylphenylcyanamide). The yield is 24.4%. As a reaction SMILES: [CH2:1]([C:4]1[CH:9]=[CH:8][CH:7]=[CH:6][C:5]=1[NH:10][C:11]#[N:12])[CH2:2][CH3:3].C([O-])(=O)C.[Na+].C(O)(=O)C.[Br:22]Br>ClCCl.[Cl-].[Na+].O>[Br:22][C:8]1[CH:7]=[CH:6][C:5]([NH:10][C:11]#[N:12])=[C:4]([CH2:1][CH2:2][CH3:3])[CH:9]=1 |f:1.2,6.7.8|. Reported procedure: (2-propylphenyl)cyanamide (0.550 g, 3.43 mmol), sodium acetate (0.278 g, 3.4 mmol), and catalytic acetic acid were combined in dichloromethane (25 mL). Bromine (0.17 mL, 3.43 mmol) was added dropwise and allowed to stir 2.5 hours. The mixture was then poured into brine and extracted with diethylether. The solvent was dried over magnesium sulfate and evaporated in vacuo. The solid was triturated with 9/1 Hexane/acetone, filtered, and dried to give 4-bromo2-propylphenylcyanamide (0.200 g, 24%) an ...